Dataset: the Open Reaction Database (ORD), a public repository of structured organic reaction records. Task: describe an organic reaction: reactants, conditions, products, and yield Starting materials: C[O-], CO, Cc1cc(=O)n2cccc(C)c2n1, O=Cc1ccccc1, [Na+]. Yields the product Cc1cccn2c(=O)cc(C=Cc3ccccc3)nc12. As a reaction SMILES: [CH3:1][O-:2].[CH3:25][OH:26].[CH3:4][c:5]1[n:6][c:7]2[n:8]([c:9](=[O:11])[cH:10]1)[cH:12][cH:13][cH:14][c:15]2[CH3:16].[CH:17](=[O:18])[c:19]1[cH:20][cH:21][cH:22][cH:23][cH:24]1.[Na+:3]>>[CH:4]([c:5]1[n:6][c:7]2[n:8]([c:9](=[O:11])[cH:10]1)[cH:12][cH:13][cH:14][c:15]2[CH3:16])=[CH:17][c:19]1[cH:20][cH:21][cH:22][cH:23][cH:24]1. Starting materials: C(C)(=O)OC=1C(=CC2=C(CC(O2)(CCCCC)CCCCC)C1C(C)(C)C)C(C)(C)C (5-acetoxy-4,6-di-tert-butyl-2,2-dipentyl-2,3-dihydrobenzofuran), CC(C)([O-])C.[K+] (potassium tert-butoxide). Run in CCCCCCC (heptane). Reaction conditions: temperature 120 celsius, time 15 minute. Product: C(C)(C)(C)C1=C(C(=CC2=C1CC(O2)(CCCCC)CCCCC)C(C)(C)C)O (4,6-di-tert-butyl-5-hydroxy-2,2-dipentyl-2,3-dihydrobenzofuran). As a reaction SMILES: C([O:4][C:5]1[C:6]([C:28]([CH3:31])([CH3:30])[CH3:29])=[CH:7][C:8]2[O:12][C:11]([CH2:18][CH2:19][CH2:20][CH2:21][CH3:22])([CH2:13][CH2:14][CH2:15][CH2:16][CH3:17])[CH2:10][C:9]=2[C:23]=1[C:24]([CH3:27])([CH3:26])[CH3:25])(=O)C.CC(C)([O-])C.[K+]>CCCCCCC>[C:24]([C:23]1[C:9]2[CH2:10][C:11]([CH2:13][CH2:14][CH2:15][CH2:16][CH3:17])([CH2:18][CH2:19][CH2:20][CH2:21][CH3:22])[O:12][C:8]=2[CH:7]=[C:6]([C:28]([CH3:29])([CH3:31])[CH3:30])[C:5]=1[OH:4])([CH3:25])([CH3:27])[CH3:26] |f:1.2|. Procedure: To 22 mL of heptane, 5-acetoxy-4,6-di-tert-butyl-2,2-dipentyl-2,3-dihydrobenzofuran and 1.68 g (15.0 mmol) of potassium tert-butoxide were added and the interior of the reaction vessel was argon-purged by a process consisting of depressurizing the reaction vessel and blowing it with argon. The mixture was heated on an oil bath at 120° C., refluxed for 2 hours in an argon atmosphere and cooled down to room temperature, followed by adding 30 mL of 10% hydrochloric acid dropwise. Further, the mixtu... Starting materials: COC1=CC=C(C=C1)C1(CCCCC1)CC(=O)O ([1-(4-methoxy-phenyl)-cyclohexyl]-acetic acid), Cl.CNOC (N,O-dimethylhydroxylamine hydrochloride), Cl (HCl), C(=O)(N1C=NC=C1)N1C=NC=C1 (1,1′-Carbonyldiimidazole). Run in ClCCl (dichloromethane), O (water). Conditions: temperature 0 celsius, time 2 day. Yields the product CON(C(CC1(CCCCC1)C1=CC=C(C=C1)OC)=O)C (N-Methoxy-2-[1-(4-methoxy-phenyl)-cyclohexyl]-N-methyl-acetamide). Isolated yield 80.2%. Reaction SMILES: [CH3:1][O:2][C:3]1[CH:8]=[CH:7][C:6]([C:9]2([CH2:15][C:16]([OH:18])=O)[CH2:14][CH2:13][CH2:12][CH2:11][CH2:10]2)=[CH:5][CH:4]=1.Cl.[CH3:20][NH:21][O:22][CH3:23].C(N1C=CN=C1)(N1C=CN=C1)=O.Cl>ClCCl.O>[CH3:23][O:22][N:21]([CH3:20])[C:16](=[O:18])[CH2:15][C:9]1([C:6]2[CH:5]=[CH:4][C:3]([O:2][CH3:1])=[CH:8][CH:7]=2)[CH2:10][CH2:11][CH2:12][CH2:13][CH2:14]1 |f:1.2|. Procedure details: To a solution of [1-(4-methoxy-phenyl)-cyclohexyl]-acetic acid (1.2 g) in dichloromethane (9.7 ml) was added N,O-dimethylhydroxylamine hydrochloride (577 mg). The mixture was cooled in an ice bath. 1,1′-Carbonyldiimidazole (1.01 g) was added. The mixture was stirred for 5 min at 0° C. and for 2 days at room temperature. A mixture of water and 1 M HCl was added and the mixture was extracted with ethyl acetate. The organic phase was washed with brine, dried (MgSO4), filtered and concentrated to dr... Starting materials: N=1C=CN2C1C=CC=C2CN2C(SCC2=O)=O (3-(imidazo[1,2-a]pyridin-5-yl)methylthiazolidine-2,4-dione), C(CCC)=O (n-butyraldehyde), N1CCCCC1 (piperidine). Run in C(C)O (ethanol). Yields the product C(CCC)=C1C(N(C(S1)=O)CC1=CC=CC=2N1C=CN2)=O (5-butylidene-3-(imidazo[1,2-a]pyridin-5-yl)methylthiazolidine-2,4-dione). RXN SMILES: [N:1]1[CH:2]=[CH:3][N:4]2[C:9]([CH2:10][N:11]3[C:15](=[O:16])[CH2:14][S:13][C:12]3=[O:17])=[CH:8][CH:7]=[CH:6][C:5]=12.[CH:18](=O)[CH2:19][CH2:20][CH3:21].N1CCCCC1>C(O)C>[CH:18](=[C:14]1[S:13][C:12](=[O:17])[N:11]([CH2:10][C:9]2[N:4]3[CH:3]=[CH:2][N:1]=[C:5]3[CH:6]=[CH:7][CH:8]=2)[C:15]1=[O:16])[CH2:19][CH2:20][CH3:21]. Procedure details: To a solution of 223 mg (0.9 mmol) of 3-(imidazo[1,2-a]pyridin-5-yl)methylthiazolidine-2,4-dione and 0.09 ml (1.0 mmol) of n-butyraldehyde in 5 ml of ethanol, 0.001 ml (0.1 mmol) of piperidine was added, followed by refluxing for 2 hours. After the reaction mixture was cooled, the solvent was distilled off. The residue was dissolved in chloroform, washed with water and dried, after which the solvent was distilled off. The residue was purified by column chromatography (eluent, hexane/ethyl acetat... Reactants: SC1=CC(=NC=2N1N=C(N2)COC)C (7mercapto-2-methoxymethyl-5-methyl-s-triazolo[1,5-a]pyrimidine), N (ammonia), CC(=O)OCC1=C(N2[C@@H]([C@@H](C2=O)N)SC1)C(=O)O (7-aminocephalosporanic acid), O (water). Run in C(C)#N (acetonitrile). Reaction conditions: time 6 hour. Product: NC1[C@@H]2N(C(=C(CS2)CSC2=CC(=NC=3N2N=C(N3)COC)C)C(=O)O)C1=O (7-amino-3-[(2-methoxymethyl-5-methyl-s-triazolo[1,5-a]pyrimidin-7-yl)thiomethyl]-3-cephem-4-carboxylic acid). Isolated yield 49.7%. RXN SMILES: [SH:1][C:2]1[N:7]2[N:8]=[C:9]([CH2:11][O:12][CH3:13])[N:10]=[C:6]2[N:5]=[C:4]([CH3:14])[CH:3]=1.CC(O[CH2:19][C:20]1[CH2:29][S:28][C@@H:23]2[C@H:24]([NH2:27])[C:25](=[O:26])[N:22]2[C:21]=1[C:30]([OH:32])=[O:31])=O.O.N>C(#N)C>[NH2:27][CH:24]1[C:25](=[O:26])[N:22]2[C:21]([C:30]([OH:32])=[O:31])=[C:20]([CH2:19][S:1][C:2]3[N:7]4[N:8]=[C:9]([CH2:11][O:12][CH3:13])[N:10]=[C:6]4[N:5]=[C:4]([CH3:14])[CH:3]=3)[CH2:29][S:28][C@H:23]12. Reported procedure: In 600 ml of acetonitrile were suspended 30.1 g of 7mercapto-2-methoxymethyl-5-methyl-s-triazolo[1,5-a]pyrimidine and 38.9 g of 7-aminocephalosporanic acid and 68.7 ml of boron trifluoride - ethyl ether complex was added thereto, and the mixture was stirred at room temperature for 6 hours. One liter of water was added to the reaction mixture and the mixture was adjusted to pH 2 with addition of a conc. aqueous ammonia. The precipitated crystals were collected by filtration, washed with water and...